describe an organic reaction: reactants, conditions, products, and yield From a dataset of the Open Reaction Database (ORD), a public repository of structured organic reaction records. Product: CCC(=O)N1CCC(OCc2cc(F)cc(C(F)(F)F)c2)C(C(c2ccccc2)c2ccccc2)C1. Starting materials: CCC(=O)O, Fc1cc(COC2CCNCC2C(c2ccccc2)c2ccccc2)cc(C(F)(F)F)c1, Cl. RXN SMILES: [CH3:34][CH2:35][C:36]([OH:37])=[O:38].[CH:2]([c:3]1[cH:4][cH:5][cH:6][cH:7][cH:8]1)([c:9]1[cH:10][cH:11][cH:12][cH:13][cH:14]1)[CH:15]1[CH2:16][NH:17][CH2:18][CH2:19][CH:20]1[O:21][CH2:22][c:23]1[cH:24][c:25]([F:33])[cH:26][c:27]([C:29]([F:30])([F:31])[F:32])[cH:28]1.[ClH:1]>>[CH:2]([c:3]1[cH:4][cH:5][cH:6][cH:7][cH:8]1)([c:9]1[cH:10][cH:11][cH:12][cH:13][cH:14]1)[CH:15]1[CH2:16][N:17]([C:36]([CH2:35][CH3:34])=[O:37])[CH2:18][CH2:19][CH:20]1[O:21][CH2:22][c:23]1[cH:24][c:25]([F:33])[cH:26][c:27]([C:29]([F:30])([F:31])[F:32])[cH:28]1. Reactants: CN1C=CC2=CC=C(C=C12)[N+](=O)[O-] (1-methyl-6-nitro-1H-indole), [Cl-].[NH4+] (ammonium chloride). The reagents and catalysts are [Fe] (iron). The solvent is C(C)O.O (ethanol water). Run at temperature 70 celsius. Product: CN1C=CC2=CC=C(C=C12)N (1-Methyl-1H-indol-6-amine). Yield: 40.2%. RXN SMILES: [CH3:1][N:2]1[C:10]2[C:5](=[CH:6][CH:7]=[C:8]([N+:11]([O-])=O)[CH:9]=2)[CH:4]=[CH:3]1.[Cl-].[NH4+]>C(O)C.O.[Fe]>[CH3:1][N:2]1[C:10]2[C:5](=[CH:6][CH:7]=[C:8]([NH2:11])[CH:9]=2)[CH:4]=[CH:3]1 |f:1.2,3.4|. Reported procedure: 1-methyl-6-nitro-1H-indole (90 mg, 0.51 mmol), ammonium chloride (55 mg, 1.02 mmol) and iron powder (143 mg, 2.55 mmol) were suspended in ethanol/water (2 mL/1 mL) and heated at 70° C. for 2 h. After cooling, the solution was filtrated through a pad of Celite®, which was washed with ethanol. Ethyl acetate was added to the filtrate and the organic layer was washed with water twice. The combined organic layers were dried over anhydrous MgSO4 and evaporated to afford 30 mg (37%) of the title compou...